Dataset: the Open Reaction Database (ORD), a public repository of structured organic reaction records. Task: describe an organic reaction: reactants, conditions, products, and yield Starting materials: OC1(Cc2ccccc2)CCNCC1, Cc1ccc(-c2oncc2C(=O)Cl)cc1, ClCCl. Yields the product Cc1ccc(-c2oncc2C(=O)N2CCC(O)(Cc3ccccc3)CC2)cc1. Reaction SMILES: [CH2:16]([c:17]1[cH:18][cH:19][cH:20][cH:21][cH:22]1)[C:23]1([OH:29])[CH2:24][CH2:25][NH:26][CH2:27][CH2:28]1.[CH3:1][c:2]1[cH:3][cH:4][c:5](-[c:8]2[c:9]([C:13](=[O:14])[Cl:15])[cH:10][n:11][o:12]2)[cH:6][cH:7]1.[Cl:30][CH2:31][Cl:32]>>[CH3:1][c:2]1[cH:3][cH:4][c:5](-[c:8]2[c:9]([C:13](=[O:14])[N:26]3[CH2:25][CH2:24][C:23]([CH2:16][c:17]4[cH:18][cH:19][cH:20][cH:21][cH:22]4)([OH:29])[CH2:28][CH2:27]3)[cH:10][n:11][o:12]2)[cH:6][cH:7]1. The reactants are FC1=NC=C(C(=C1)I)C (2-fluoro-4-iodo-5-methylpyridine), ClC1=CC=C(C=C1)B(O)O (4-chlorophenylboronic acid), C([O-])([O-])=O.[Na+].[Na+] (sodium carbonate). Reagents/catalysts: C1=CC=C(C=C1)P(C2=CC=CC=C2)C3=CC=CC=C3.C1=CC=C(C=C1)P(C2=CC=CC=C2)C3=CC=CC=C3.C1=CC=C(C=C1)P(C2=CC=CC=C2)C3=CC=CC=C3.C1=CC=C(C=C1)P(C2=CC=CC=C2)C3=CC=CC=C3.[Pd] (tetrakis(triphenylphosphine)palladium(O)). Run in C(C)O (ethanol), O (water), C1(=CC=CC=C1)C (toluene). Product: ClC1=CC=C(C=C1)C1=CC(=NC=C1C)F (4-(4-chlorophenyl)-2-fluoro-5-methylpyridine). RXN SMILES: [F:1][C:2]1[CH:7]=[C:6](I)[C:5]([CH3:9])=[CH:4][N:3]=1.[Cl:10][C:11]1[CH:16]=[CH:15][C:14](B(O)O)=[CH:13][CH:12]=1.C(=O)([O-])[O-].[Na+].[Na+]>C(O)C.O.C1(C)C=CC=CC=1.C1C=CC(P(C2C=CC=CC=2)C2C=CC=CC=2)=CC=1.C1C=CC(P(C2C=CC=CC=2)C2C=CC=CC=2)=CC=1.C1C=CC(P(C2C=CC=CC=2)C2C=CC=CC=2)=CC=1.C1C=CC(P(C2C=CC=CC=2)C2C=CC=CC=2)=CC=1.[Pd]>[Cl:10][C:11]1[CH:16]=[CH:15][C:14]([C:6]2[C:5]([CH3:9])=[CH:4][N:3]=[C:2]([F:1])[CH:7]=2)=[CH:13][CH:12]=1 |f:2.3.4,8.9.10.11.12|. Procedure details: A mixture of 2-fluoro-4-iodo-5-methylpyridine (1.9 g), 4-chlorophenylboronic acid (1.504 g), tetrakis(triphenylphosphine)palladium(O) (0.463 g), and sodium carbonate (2.55 g) in ethanol (20 mL), water (10 mL) and toluene (10 mL) was heated under reflux for 6 hours. The reaction mixture was partitioned between ethyl acetate and water. The organic layer was separated, and the aqueous layers were extracted with additional ethyl acetate three times. The combined organic layers were washed with brine... Product: N1=C(C=NC=C1)C#CC12CC3(CC(CC(C1)C3)C2)NC(OC(C)(C)C)=O (tert-Butyl 3-(pyrazin-2-ylethynyl)-1-adamantylcarbamate). RXN SMILES: [C:1]([C:3]12[CH2:12][CH:7]3[CH2:8][CH:9]([CH2:11][C:5]([NH:13][C:14](=[O:20])[O:15][C:16]([CH3:19])([CH3:18])[CH3:17])([CH2:6]3)[CH2:4]1)[CH2:10]2)#[CH:2].Cl[C:22]1[CH:27]=[N:26][CH:25]=[CH:24][N:23]=1>C(#N)C.C(OCC)(=O)C.C1C=CC([P]([Pd]([P](C2C=CC=CC=2)(C2C=CC=CC=2)C2C=CC=CC=2)([P](C2C=CC=CC=2)(C2C=CC=CC=2)C2C=CC=CC=2)[P](C2C=CC=CC=2)(C2C=CC=CC=2)C2C=CC=CC=2)(C2C=CC=CC=2)C2C=CC=CC=2)=CC=1>[N:23]1[CH:24]=[CH:25][N:26]=[CH:27][C:22]=1[C:2]#[C:1][C:3]12[CH2:12][CH:7]3[CH2:8][CH:9]([CH2:11][C:5]([NH:13][C:14](=[O:20])[O:15][C:16]([CH3:17])([CH3:19])[CH3:18])([CH2:6]3)[CH2:4]1)[CH2:10]2 |^1:40,42,61,80|. Solvent: TEA, C(C)#N (acetonitrile), C(C)(=O)OCC (ethyl acetate). Conditions: temperature 70 celsius, time 3 hour. Isolated yield 69.4%. Reported procedure: To a stirred solution of tert-butyl 3-ethynyl-1-adamantylcarbamate (120 mg, 0.44 mmol) and 2-chloropyrazine (120 mg, 1.05 mmol) in TEA (3 mL) and acetonitrile (15 mL) was added Pd(PPh3)4 (5 mg, 0.04 mmol), followed by an addition of Cut (5 mg, 0.026 mmol) under N2 atmosphere. After stirring at 70° C. for three hours, the reaction was cooled to room temperature, diluted with ethyl acetate (50 mL), washed with water (50 mL) and brine, dried over Na2SO4 and concentrated under reduced pressure. The ... Reagents/catalysts: C=1C=CC(=CC1)[P](C=2C=CC=CC2)(C=3C=CC=CC3)[Pd]([P](C=4C=CC=CC4)(C=5C=CC=CC5)C=6C=CC=CC6)([P](C=7C=CC=CC7)(C=8C=CC=CC8)C=9C=CC=CC9)[P](C=1C=CC=CC1)(C=1C=CC=CC1)C=1C=CC=CC1 (Pd(PPh3)4). Reactants: C(#C)C12CC3(CC(CC(C1)C3)C2)NC(OC(C)(C)C)=O (tert-butyl 3-ethynyl-1-adamantylcarbamate), ClC1=NC=CN=C1 (2-chloropyrazine). The reactants are ClCC=CC1=CC=CC=C1.C(=C)C1=C(C=CC=C1)C=C (chloromethylstyrene divinylbenzene), N(CC(=O)[O-])CC(=O)OCC (ethyl iminodiacetate), ClCC=CC1=CC=CC=C1.C(=C)C1=C(C=CC=C1)C=C (chloromethylstyrene divinylbenzene). Conditions: time 24 hour. Yields the product N(CC(=O)O)CC(=O)O (iminodiacetic acid). Reaction SMILES: ClCC=CC1C=CC=CC=1.C(C1C=CC=CC=1C=C)=C.[NH:21]([CH2:26][C:27]([O:29]CC)=[O:28])[CH2:22][C:23]([O-:25])=[O:24]>>[NH:21]([CH2:26][C:27]([OH:29])=[O:28])[CH2:22][C:23]([OH:25])=[O:24] |f:0.1|. Procedure details: To a crosslinked copolymer of chloromethylstyrene-divinylbenzene (weight ratio of chloromethylstyrene to divinylbenzene: 80/20) was added ethyl iminodiacetate in an amount two times the molar amount of chloromethyl groups of the crosslinked copolymer of chloromethylstyrene-divinylbenzene, and reaction was allowed to proceed at 120° C. for 24 hours. The obtained solid product was filtered off using a glass filter and washed with acetone. Thus, there was obtained a granular iminodiacetic acid type...